From a dataset of the Open Reaction Database (ORD), a public repository of structured organic reaction records. describe an organic reaction: reactants, conditions, products, and yield Starting materials: ClC=1C=C(C(=NC1)OC)CN1CCC(CC1)\C=C\C1=C(C=CC=C1)F (1-[(5-chloro-2-methoxy-3-pyridinyl)methyl]-4-[(E)-2-(2-fluorophenyl)-1-ethenyl]piperidine), C(C)(=O)OCC.Cl (hydrogen chloride-ethyl acetate), C([O-])([O-])=O.[Na+].[Na+] (sodium carbonate). The solvent is C(C)O (ethanol). Product: C(C(=O)O)(=O)O.O=C1NC=CC=C1CN1CCC(CC1)\C=C\C1=C(C=CC=C1)OCC1CCCCC1 (1-[(2-Oxo-1,2-dihydro-3-pyridinyl)methyl]-4-[(E)-2-[(2-cyclohexylmethyloxy)phenyl]-1-ethenyl]piperidine oxalate). RXN SMILES: Cl[C:2]1[CH:3]=[C:4]([CH2:10][N:11]2[CH2:16][CH2:15][CH:14](/[CH:17]=[CH:18]/[C:19]3[CH:24]=[CH:23][CH:22]=[CH:21][C:20]=3F)[CH2:13][CH2:12]2)[C:5]([O:8]C)=[N:6][CH:7]=1.[C:26]([O:29][CH2:30][CH3:31])(=[O:28])C.Cl.[C:33](=[O:36])([O-:35])[O-].[Na+].[Na+]>C(O)C>[C:26]([OH:29])(=[O:28])[C:33]([OH:35])=[O:36].[O:8]=[C:5]1[C:4]([CH2:10][N:11]2[CH2:16][CH2:15][CH:14](/[CH:17]=[CH:18]/[C:19]3[CH:24]=[CH:23][CH:22]=[CH:21][C:20]=3[O:36][CH2:33][CH:31]3[CH2:30][CH2:4][CH2:3][CH2:2][CH2:7]3)[CH2:13][CH2:12]2)=[CH:3][CH:2]=[CH:7][NH:6]1 |f:1.2,3.4.5,7.8|. Procedure details: In ethanol (12 ml) was dissolved 221 mg of 1-[(5-chloro-2-methoxy-3-pyridinyl)methyl]-4-[(E)-2-(2-fluorophenyl)-1-ethenyl]piperidine. To the mixture was added 12 ml of a 4N-hydrogen chloride-ethyl acetate solution, followed by heating under reflux for 11 hours. An aqueous sodium carbonate was added to the reaction solution, and the mixture was extracted with ethyl acetate. The extract was dried over anhydrous magnesium sulfate, and then the solvent was evaporated. Ether was added to the obtained...